Dataset: the Open Reaction Database (ORD), a public repository of structured organic reaction records. Task: describe an organic reaction: reactants, conditions, products, and yield Run at time 2 hour. The yield is 70.0%. Reactants: C(C1=CC=CC=C1)=C1C(=O)OC(C1)=O (benzalsuccinic acid anhydride), C1=CC=C(C=C1)CCN (2-phenethylamine). Reaction SMILES: [CH:1](=[C:8]1[CH2:13][C:12](=[O:14])[O:11][C:9]1=[O:10])[C:2]1[CH:7]=[CH:6][CH:5]=[CH:4][CH:3]=1.[CH:15]1[CH:20]=[CH:19][C:18]([CH2:21][CH2:22][NH2:23])=[CH:17][CH:16]=1>C(Cl)Cl>[CH2:22]([NH:23][C:12]([CH2:13][C:8](=[CH:1][C:2]1[CH:7]=[CH:6][CH:5]=[CH:4][CH:3]=1)[C:9]([OH:11])=[O:10])=[O:14])[CH2:21][C:18]1[CH:19]=[CH:20][CH:15]=[CH:16][CH:17]=1. The solvent is C(Cl)Cl (methylene chloride). Reported procedure: 226 mg (1.2 mmol) of benzalsuccinic acid anhydride were treated in 20 ml of methylene chloride with 0.15 ml of 2-phenethylamine and subsequently stirred at room temperature for 2 hours. The solvent was removed under reduced pressure and the residue was chromatographed on silica gel, to obtain 260 mg (70%) of α-[(phenethylcarbamoyl)methyl]cinnamic acid, MS: 309 (M)+. The product is C(CC1=CC=CC=C1)NC(=O)CC(C(=O)O)=CC1=CC=CC=C1 (α-[(phenethylcarbamoyl)methyl]cinnamic acid). The reactants are ClC1=C(NC(CCCC)=O)C=CC(=C1)[N+](=O)[O-] (2'-Chloro-4'-nitrovaleranilide). Reagents/catalysts: [Fe] (iron). The solvent is C(C)(=O)O (acetic acid). Yields the product NC1=CC(=C(NC(CCCC)=O)C=C1)Cl (4'-Amino-2'-chlorovaleranilide). RXN SMILES: [Cl:1][C:2]1[CH:14]=[C:13]([N+:15]([O-])=O)[CH:12]=[CH:11][C:3]=1[NH:4][C:5](=[O:10])[CH2:6][CH2:7][CH2:8][CH3:9]>C(O)(=O)C.[Fe]>[NH2:15][C:13]1[CH:12]=[CH:11][C:3]([NH:4][C:5](=[O:10])[CH2:6][CH2:7][CH2:8][CH3:9])=[C:2]([Cl:1])[CH:14]=1. Reported procedure: 2'-Chloro-4'-nitrovaleranilide (13.0 g.) is dissolved in warm glacial acetic acid (100 ml.) and iron powder (14 g.) is added portionwise to maintain gentle boiling. The resulting reaction mixture is refluxed for one-half hour and filtered. The filtrate is evaporated under reduced pressure and the residue is triturated with water. The solid that forms is collected (11.5 g.) and recrystallized from cyclohexane to yield 7.5 g., m.p. 96.5°-99° C. Starting materials: C(=O)(N1C=NC=C1)N1C=NC=C1 (1,1′-Carbonyldiimidazole), CC=1C=C(C(=O)O)C=C(C1[N+](=O)[O-])C (3,5-dimethyl-4-nitrobenzoic acid), CNC (dimethylamine). Procedure details: 1,1′-Carbonyldiimidazole (914 mg) is added to a solution of 3,5-dimethyl-4-nitrobenzoic acid (1 g) in tetrahydrofuran (10 mL). The mixture is stirred for 3 hours at room temperature, dimethylamine (7.7 mL, 2 M in tetrahydrofuran) is added and the mixture is stirred for further 30 minutes. After concentration the mixture is diluted with ethyl acetate and washed with hydrochloric acid (0.2 M), saturated aqueous NaHCO3 solution and brine. The organic phase is dried (Na2SO4) and concentrated to give... RXN SMILES: [C:1](N1C=CN=C1)([N:3]1C=CN=[CH:4]1)=O.[CH3:13][C:14]1[CH:15]=[C:16]([CH:20]=[C:21]([CH3:26])[C:22]=1[N+:23]([O-:25])=[O:24])[C:17](O)=[O:18].CNC>O1CCCC1>[CH3:1][N:3]([CH3:4])[C:17](=[O:18])[C:16]1[CH:15]=[C:14]([CH3:13])[C:22]([N+:23]([O-:25])=[O:24])=[C:21]([CH3:26])[CH:20]=1. Solvent: O1CCCC1 (tetrahydrofuran). Product: CN(C(C1=CC(=C(C(=C1)C)[N+](=O)[O-])C)=O)C (N,N,3,5-Tetramethyl-4-nitrobenzamide). Conditions: time 3 hour. Reactants: CO, CCOC(=O)C1Cn2c(c(C3CCCCC3)c3ccc(C(=O)OC)cc32)-c2ccccc2O1, Cl, [Li+], C1CCOC1, [OH-], O, O. The product is COC(=O)c1ccc2c(C3CCCCC3)c3n(c2c1)CC(C(=O)O)Oc1ccccc1-3. Reaction SMILES: [CH3:43][OH:44].[CH:1]1([c:7]2[c:8]3[c:9]([n:10]4[c:16]2-[c:15]2[c:14]([cH:20][cH:19][cH:18][cH:17]2)[O:13][CH:12]([C:21](=[O:22])[O:23][CH2:24][CH3:25])[CH2:11]4)[cH:26][c:27]([C:30](=[O:31])[O:32][CH3:33])[cH:28][cH:29]3)[CH2:2][CH2:3][CH2:4][CH2:5][CH2:6]1.[ClH:37].[Li+:36].[O:38]1[CH2:39][CH2:40][CH2:41][CH2:42]1.[OH-:35].[OH2:34].[OH2:45]>>[CH:1]1([c:7]2[c:8]3[c:9]([n:10]4[c:16]2-[c:15]2[c:14]([cH:20][cH:19][cH:18][cH:17]2)[O:13][CH:12]([C:21](=[O:22])[OH:23])[CH2:11]4)[cH:26][c:27]([C:30](=[O:31])[O:32][CH3:33])[cH:28][cH:29]3)[CH2:2][CH2:3][CH2:4][CH2:5][CH2:6]1. The reactants are CC(C)(C)OC(=O)N1CCC(CO)CC1, CCOCC, ClCCl. The product is CC(C)(C)OC(=O)N1CCC(C=O)CC1. RXN SMILES: [C:1]([CH3:2])([CH3:3])([CH3:4])[O:5][C:6](=[O:7])[N:8]1[CH2:9][CH2:10][CH:11]([CH2:14][OH:15])[CH2:12][CH2:13]1.[CH3:16][CH2:17][O:18][CH2:19][CH3:20].[Cl:21][CH2:22][Cl:23]>>[C:1]([CH3:2])([CH3:3])([CH3:4])[O:5][C:6](=[O:7])[N:8]1[CH2:9][CH2:10][CH:11]([CH:14]=[O:15])[CH2:12][CH2:13]1. Reactants: FC1=C(CC=2C3=C(N=C(N2)NC2=CC=C(C=C2)N2C(=NC=C2)C)CCNC3)C=CC=C1 (4-(2-fluorobenzyl)-N-(4-(2-methyl-1H-imidazol-1-yl)phenyl)-5,6,7,8-tetrahydropyrido[4,3-d]pyrimidin-2-amine), C(C)(=O)OC(C)=O (acetic anhydride). Product: FC1=C(CC=2C3=C(N=C(N2)NC2=CC=C(C=C2)N2C(=NC=C2)C)CCN(C3)C(C)=O)C=CC=C1 (1-(4-(2-Fluorobenzyl)-2-(4-(2-methyl-1H-imidazol-1-yl)phenylamino)-7,8-dihydropyrido[4,3-d]pyrimidin-6(5H)-yl)ethanone). Yield: 12.0%. As a reaction SMILES: [F:1][C:2]1[CH:31]=[CH:30][CH:29]=[CH:28][C:3]=1[CH2:4][C:5]1[C:6]2[CH2:27][NH:26][CH2:25][CH2:24][C:7]=2[N:8]=[C:9]([NH:11][C:12]2[CH:17]=[CH:16][C:15]([N:18]3[CH:22]=[CH:21][N:20]=[C:19]3[CH3:23])=[CH:14][CH:13]=2)[N:10]=1.[C:32](OC(=O)C)(=[O:34])[CH3:33]>>[F:1][C:2]1[CH:31]=[CH:30][CH:29]=[CH:28][C:3]=1[CH2:4][C:5]1[C:6]2[CH2:27][N:26]([C:32](=[O:34])[CH3:33])[CH2:25][CH2:24][C:7]=2[N:8]=[C:9]([NH:11][C:12]2[CH:13]=[CH:14][C:15]([N:18]3[CH:22]=[CH:21][N:20]=[C:19]3[CH3:23])=[CH:16][CH:17]=2)[N:10]=1. Reported procedure: 1-(4-(2-Fluorobenzyl)-2-(4-(2-methyl-1H-imidazol-1-yl)phenylamino)-7,8-dihydropyrido[4,3-d]pyrimidin-6(5H)-yl)ethanone (12 mg, 12%) was prepared from 4-(2-fluorobenzyl)-N-(4-(2-methyl-1H-imidazol-1-yl)phenyl)-5,6,7,8-tetrahydropyrido[4,3-d]pyrimidin-2-amine and acetic anhydride according to the general procedure for N-acetylation. MS (ES+) m/z 457 (M+H)+ Starting materials: C1CCOC1, CC(C)(CN1CCOCC1)c1cc(NC(=O)Oc2ccccc2)no1, COc1cc2ncnc(Oc3cccc(N)c3)c2cc1OC, CCN(C(C)C)C(C)C. Product: COc1cc2ncnc(Oc3cccc(NC(=O)Nc4cc(C(C)(C)CN5CCOCC5)on4)c3)c2cc1OC. Reaction SMILES: [CH2:57]1[O:58][CH2:59][CH2:60][CH2:61]1.[CH3:1][C:2]([CH2:3][N:4]1[CH2:5][CH2:6][O:7][CH2:8][CH2:9]1)([CH3:10])[c:11]1[cH:12][c:13]([NH:16][C:17]([O:18][c:19]2[cH:20][cH:21][cH:22][cH:23][cH:24]2)=[O:25])[n:14][o:15]1.[CH3:35][O:36][c:37]1[cH:38][c:39]2[c:40]([O:49][c:50]3[cH:51][c:52]([NH2:53])[cH:54][cH:55][cH:56]3)[n:41][cH:42][n:43][c:44]2[cH:45][c:46]1[O:47][CH3:48].[CH:26]([N:27]([CH2:28][CH3:29])[CH:30]([CH3:31])[CH3:32])([CH3:33])[CH3:34]>>[CH3:1][C:2]([CH2:3][N:4]1[CH2:5][CH2:6][O:7][CH2:8][CH2:9]1)([CH3:10])[c:11]1[cH:12][c:13]([NH:16][C:17](=[O:25])[NH:53][c:52]2[cH:51][c:50]([O:49][c:40]3[c:39]4[cH:38][c:37]([O:36][CH3:35])[c:46]([O:47][CH3:48])[cH:45][c:44]4[n:43][cH:42][n:41]3)[cH:56][cH:55][cH:54]2)[n:14][o:15]1.